This data is from the Open Reaction Database (ORD), a public repository of structured organic reaction records. The task is: describe an organic reaction: reactants, conditions, products, and yield Starting materials: ClCC1CN(C=2C=C(C3=C(C12)C=CC=C3)[N+](=O)[O-])C(=O)C=3NC1=CC=C(C=C1C3)OC (1-(chloromethyl)-3-[(5-methoxyindol-2-yl)carbonyl]-5-nitro-1,2-dihydro-3H-benz[e]indole). Reagents/catalysts: O=[Pt]=O (PtO2). Solvent: C1CCOC1 (THF). Product: NC=1C2=C(C=3C(CN(C3C1)C(=O)C=1NC3=CC=C(C=C3C1)OC)CCl)C=CC=C2 (5-amino-1-(chloromethyl)-3-[(5-methoxyindol-2-yl)carbonyl]-1,2-dihydro-3H-benz[e]indole). Isolated yield 95.5%. As a reaction SMILES: [Cl:1][CH2:2][CH:3]1[C:11]2[C:10]3[CH:12]=[CH:13][CH:14]=[CH:15][C:9]=3[C:8]([N+:16]([O-])=O)=[CH:7][C:6]=2[N:5]([C:19]([C:21]2[NH:22][C:23]3[C:28]([CH:29]=2)=[CH:27][C:26]([O:30][CH3:31])=[CH:25][CH:24]=3)=[O:20])[CH2:4]1>C1COCC1.O=[Pt]=O>[NH2:16][C:8]1[C:9]2[CH:15]=[CH:14][CH:13]=[CH:12][C:10]=2[C:11]2[CH:3]([CH2:2][Cl:1])[CH2:4][N:5]([C:19]([C:21]3[NH:22][C:23]4[C:28]([CH:29]=3)=[CH:27][C:26]([O:30][CH3:31])=[CH:25][CH:24]=4)=[O:20])[C:6]=2[CH:7]=1. Procedure: A solution of 14d (140 mg, 0.32 mmol) in THF (10 mL) was hydrogenated over PtO2 at 50 psi for 2 h. After removal of the catalyst, the solution was concentrated to a small volume below 25° C. and diluted with iPr2O to give 15d (124 mg, 95%), mp 250-255° C. 1H NMR [(CD3)2SO] δ 11.56 (d, J=1.6 Hz, 1 H, NH), 8.08 (d, J=8.4 Hz, 1 H, H-6), 7.76 (d, J=8.2 Hz, 1 H, H-9), 7.70 (s, 1 H, H-4), 7.46 (t, J=7.6 Hz, 1 H, H-8), 7.40 (d, J=8.8 Hz, 1 H, H-7'), 7.28 (t, J=7.6 Hz, 1 H, H-7), 7.16 (d, J=2.4 Hz, 1 H,... Reactants: CC1=C(C=CC(=C1)F)N1CCC=2C(=NC=3C(=CC=CC3C21)OCC(F)(F)F)Cl (1-(2-Methyl-4-fluorophenyl)-4-chloro-6-β,β,β-trifluoroethoxy-2,3-dihydropyrrolo[3,2-c]quinoline). Run in C(O)CN (ethanolamine). The product is CC1=C(C=CC(=C1)F)N1CCC=2C(=NC=3C(=CC=CC3C21)OCC(F)(F)F)NCCO (1-(2-methyl-4-fluorophenyl)-4-[(2-hydroxyethyl)amino]-6-β,β,β-trifluoroethoxy-2,3-dihydropyrrolo[3,2-c]quinoline). Isolated yield 101.7%. Reaction SMILES: [CH3:1][C:2]1[CH:7]=[C:6]([F:8])[CH:5]=[CH:4][C:3]=1[N:9]1[C:21]2[C:20]3[CH:19]=[CH:18][CH:17]=[C:16]([O:22][CH2:23][C:24]([F:27])([F:26])[F:25])[C:15]=3[N:14]=[C:13](Cl)[C:12]=2[CH2:11][CH2:10]1>C(CN)O>[CH3:1][C:2]1[CH:7]=[C:6]([F:8])[CH:5]=[CH:4][C:3]=1[N:9]1[C:21]2[C:20]3[CH:19]=[CH:18][CH:17]=[C:16]([O:22][CH2:23][C:24]([F:27])([F:26])[F:25])[C:15]=3[N:14]=[C:13]([NH:14][CH2:15][CH2:16][OH:22])[C:12]=2[CH2:11][CH2:10]1. Reported procedure: 1-(2-Methyl-4-fluorophenyl)-4-chloro-6-β,β,β-trifluoroethoxy-2,3-dihydropyrrolo[3,2-c]quinoline(600 mg, 1.4 mmol) was dissolved in ethanolamine(5.0 ml). The reaction mixture was reacted at the same condition of Step 3 in the Example 42 to obtain 310 mg of desired compound as solid in 52% of yield. Reactants: CNC, CCO, CC(C)(C)c1cc([N+](=O)[O-])c(Cl)c([N+](=O)[O-])c1, O. Yields the product CN(C)c1c([N+](=O)[O-])cc(C(C)(C)C)cc1[N+](=O)[O-]. Reaction SMILES: [CH3:18][NH:19][CH3:20].[CH3:21][CH2:22][OH:23].[N+:1](=[O:2])([O-:3])[c:4]1[c:5]([Cl:17])[c:6]([N+:14](=[O:15])[O-:16])[cH:7][c:8]([C:10]([CH3:11])([CH3:12])[CH3:13])[cH:9]1.[OH2:24]>>[N+:1](=[O:2])([O-:3])[c:4]1[c:5]([N:19]([CH3:18])[CH3:20])[c:6]([N+:14](=[O:15])[O-:16])[cH:7][c:8]([C:10]([CH3:11])([CH3:12])[CH3:13])[cH:9]1. The reactants are C(C)OC(CC=1C=C(C(=CC1)OC)C1=C(C=C(C=C1)F)C=O)=O ((4′-Fluoro-2′-formyl-6-methoxy-biphenyl-3-yl)-acetic acid ethyl ester), C(C)N (ethylamine). The product is C(C)OC(CC=1C=C(C(=CC1)OC)C1=C(C=C(C=C1)F)CNCC)=O ((2′-Ethylaminomethyl-4′-fluoro-6-methoxy-biphenyl-3-yl)-acetic acid ethyl ester). RXN SMILES: [CH2:1]([O:3][C:4](=[O:23])[CH2:5][C:6]1[CH:7]=[C:8]([C:14]2[CH:19]=[CH:18][C:17]([F:20])=[CH:16][C:15]=2[CH:21]=O)[C:9]([O:12][CH3:13])=[CH:10][CH:11]=1)[CH3:2].[CH2:24]([NH2:26])[CH3:25]>>[CH2:1]([O:3][C:4](=[O:23])[CH2:5][C:6]1[CH:7]=[C:8]([C:14]2[CH:19]=[CH:18][C:17]([F:20])=[CH:16][C:15]=2[CH2:21][NH:26][CH2:24][CH3:25])[C:9]([O:12][CH3:13])=[CH:10][CH:11]=1)[CH3:2]. Procedure: Prepared according to the procedure described in Example 1, Step 5, using the following starting materials: (4′-Fluoro-2′-formyl-6-methoxy-biphenyl-3-yl)-acetic acid ethyl ester and ethylamine (2M in THF). Reactants: [BH4-], CO, [Na+], O=Cc1cc2ccccc2nc1-c1ccccc1. The product is OCc1cc2ccccc2nc1-c1ccccc1. RXN SMILES: [BH4-:1].[CH3:21][OH:22].[Na+:2].[c:3]1(-[c:9]2[n:10][c:11]3[cH:12][cH:13][cH:14][cH:15][c:16]3[cH:17][c:18]2[CH:19]=[O:20])[cH:4][cH:5][cH:6][cH:7][cH:8]1>>[c:3]1(-[c:9]2[n:10][c:11]3[cH:12][cH:13][cH:14][cH:15][c:16]3[cH:17][c:18]2[CH2:19][OH:20])[cH:4][cH:5][cH:6][cH:7][cH:8]1. Reaction SMILES: [BrH:13].[BrH:21].[CH3:1][N:2]1[CH2:3][c:4]2[c:5]([NH2:12])[cH:6][cH:7][cH:8][c:9]2[CH2:10][CH2:11]1.[N:14]([O-:15])=[O:16].[Na+:17].[Na+:19].[OH-:18].[OH2:20].[OH2:22]>>[CH3:1][N:2]1[CH2:3][c:4]2[c:5]([Br:13])[cH:6][cH:7][cH:8][c:9]2[CH2:10][CH2:11]1. The reactants are Br, Br, CN1CCc2cccc(N)c2C1, O=N[O-], [Na+], [Na+], [OH-], O, O. Yields the product CN1CCc2cccc(Br)c2C1. Starting materials: COC=1C=C2CN(CC2=CC1OCC1=CC=CC=C1)CC1=CC=CC=C1 (2,3-dihydro-5-methoxy-6-(phenylmethoxy)-2-(phenylmethyl)-1H-isoindole). The reagents and catalysts are [OH-].[OH-].[Pd+2] (palladium hydroxide on carbon). Solvent: C(C)O (ethyl alcohol). Run at time 21 hour. Yields the product COC1=C(C=C2CNCC2=C1)O (2,3-Dihyro-6-methoxy-1H-isoindol-5-ol). The yield is 87.4%. Reaction SMILES: C[O:2][C:3]1[CH:4]=[C:5]2[C:9](=[CH:10][C:11]=1[O:12][CH2:13]C1C=CC=CC=1)[CH2:8][N:7](CC1C=CC=CC=1)[CH2:6]2>[OH-].[OH-].[Pd+2].C(O)C>[CH3:13][O:12][C:11]1[CH:10]=[C:9]2[C:5]([CH2:6][NH:7][CH2:8]2)=[CH:4][C:3]=1[OH:2] |f:1.2.3|. Reported procedure: To 35 mL of ethyl alcohol is added 0.5 g of 2,3-dihydro-5-methoxy-6-(phenylmethoxy)-2-(phenylmethyl)-1H-isoindole. The solution is warmed until everything is dissolved. The solution is cooled to room temperature and 0.13 g of 35% palladium hydroxide on carbon is added. The resulting mixture is shaken on a Parr apparatus at 50 pounds per square inch for 21 hours. The solution is filtered through a pad of diatomaceous earth and the pad washed with ethyl alcohol. The volatiles are removed to afford... Isolated yield 63.3%. Yields the product ClC1=C(SC=2C1=NC(=CC2)C)F (3-Chloro-2-fluoro-5-methylthieno[3,2-b]pyridine). Solvent: C1CCOC1 (THF), C1CCOC1 (THF). Starting materials: ClN1C(CCC1=O)=O (N-chlorosuccinimide), FC1=CC2=NC(=CC=C2S1)C (2-Fluoro-5-methylthieno[3,2-b]pyridine), C(CCC)[Li] (n-butyl lithium). Reagents/catalysts: C(C)(C)NC(C)C (diisopropylamine). Run at temperature -78 celsius, time 10 minute. Procedure details: To a solution of 461 mg (2.74 mmol) of 2-fluoro-5-methylthieno [3.2-b]pyridine (Example 7, Step 1) and 14 μl (0.1 mmol) of diisopropylamine in 12 mL of THF was added 2.15 mL of n-butyl lithium (1.4M in hexane) at -78° C. After stirring at -78° C. for 10 min, a solution of 585 mg (4.4 mmol) of N-chlorosuccinimide in 10 mL of THF was added at -78° C. The mixture was stirred at -78° C. for 20 min, warmed up to 0° C., stirred at 0° C. for 30 min, and then partitioned between aqueous ammonium chlorid... Reaction SMILES: [F:1][C:2]1[S:10][C:9]2[C:4](=[N:5][C:6]([CH3:11])=[CH:7][CH:8]=2)[CH:3]=1.C([Li])CCC.[Cl:17]N1C(=O)CCC1=O>C1COCC1.C(NC(C)C)(C)C>[Cl:17][C:3]1[C:4]2=[N:5][C:6]([CH3:11])=[CH:7][CH:8]=[C:9]2[S:10][C:2]=1[F:1]. The reactants are CC#N, CON(C)C(=O)CC1CC(C=Cc2c(C3CC3)nc3ccccc3c2-c2ccc(F)cc2)OC(C)(C)O1, O=S(=O)(O)O. Yields the product O=C1CC(O)CC(C=Cc2c(C3CC3)nc3ccccc3c2-c2ccc(F)cc2)O1. RXN SMILES: [CH3:43][C:44]#[N:45].[CH:1]1([c:4]2[n:5][c:6]3[cH:7][cH:8][cH:9][cH:10][c:11]3[c:12](-[c:31]3[cH:32][cH:33][c:34]([F:37])[cH:35][cH:36]3)[c:13]2[CH:14]=[CH:15][CH:16]2[CH2:17][CH:18]([CH2:24][C:25](=[O:26])[N:27]([O:28][CH3:29])[CH3:30])[O:19][C:20]([CH3:22])([CH3:23])[O:21]2)[CH2:2][CH2:3]1.[S:38](=[O:39])(=[O:40])([OH:41])[OH:42]>>[CH:1]1([c:4]2[n:5][c:6]3[cH:7][cH:8][cH:9][cH:10][c:11]3[c:12](-[c:31]3[cH:32][cH:33][c:34]([F:37])[cH:35][cH:36]3)[c:13]2[CH:14]=[CH:15][CH:16]2[CH2:17][CH:18]([OH:19])[CH2:24][C:25](=[O:26])[O:21]2)[CH2:2][CH2:3]1. The reactants are C1(=CC=CC=C1)N(C(=O)N1C(CN(CC1)C(N(CCCCC)CCCCC)=O)C(=O)O)C1=CC=CC=C1 (1-(N,N-diphenylcarbamoyl)-4-(N,N-di-n-pentylcarbamoyl)piperazine-2carboxylic acid), C(C1=CC=CC=C1)N(CCNC)C (N-benzyl-N-methyl-N'-methylethylenediamine), C=1C=CC2=C(C1)N=NN2O (HOBt), CCN=C=NCCCN(C)C (EDAC). Yields the product C(C1=CC=CC=C1)N(C)CCN(C(=O)[C@H]1N(CCN(C1)C(N(CCCCC)CCCCC)=O)C(N(C1=CC=CC=C1)C1=CC=CC=C1)=O)C ((S)-2-(2-(N-Benzyl-N-methylamino)-N-(methyl)ethylaminocarbonyl)-4-(N,N-di-n-pentylcarbamoyl)-1-(N,N-diphenylcarbamoyl)piperazine). The yield is 77.6%. RXN SMILES: [C:1]1([N:7]([C:32]2[CH:37]=[CH:36][CH:35]=[CH:34][CH:33]=2)[C:8]([N:10]2[CH2:15][CH2:14][N:13]([C:16](=[O:28])[N:17]([CH2:23][CH2:24][CH2:25][CH2:26][CH3:27])[CH2:18][CH2:19][CH2:20][CH2:21][CH3:22])[CH2:12][CH:11]2[C:29]([OH:31])=O)=[O:9])[CH:6]=[CH:5][CH:4]=[CH:3][CH:2]=1.C1C=CC2N(O)N=NC=2C=1.CCN=C=NCCCN(C)C.[CH2:59]([N:66]([CH3:71])[CH2:67][CH2:68][NH:69][CH3:70])[C:60]1[CH:65]=[CH:64][CH:63]=[CH:62][CH:61]=1>>[CH2:59]([N:66]([CH2:67][CH2:68][N:69]([CH3:70])[C:29]([C@@H:11]1[CH2:12][N:13]([C:16](=[O:28])[N:17]([CH2:18][CH2:19][CH2:20][CH2:21][CH3:22])[CH2:23][CH2:24][CH2:25][CH2:26][CH3:27])[CH2:14][CH2:15][N:10]1[C:8](=[O:9])[N:7]([C:1]1[CH:2]=[CH:3][CH:4]=[CH:5][CH:6]=1)[C:32]1[CH:33]=[CH:34][CH:35]=[CH:36][CH:37]=1)=[O:31])[CH3:71])[C:60]1[CH:65]=[CH:64][CH:63]=[CH:62][CH:61]=1. Reported procedure: According to the procedure of Example 1, Step E above, 48 mg (0.094 sole) of 1-(N,N-diphenylcarbamoyl)-4-(N,N-di-n-pentylcarbamoyl)piperazine-2carboxylic acid, 14 mg (0.104 mmole) of HOBt, 25 mg (0.132 mmole) of EDAC, and 34 mg (0.19 mmole) of N-benzyl-N-methyl-N'-methylethylenediamine after purification by flash chromatography on 16 g of silica gel eluting with 400 mL of 100:4 CH2Cl2 :MeOH provided 49 mg (78%) of an oil.